The task is: describe an organic reaction: reactants, conditions, products, and yield. This data is from the Open Reaction Database (ORD), a public repository of structured organic reaction records. The reactants are OC1=CC=C(C2=CC=CC=C12)C=O (4-hydroxy-naphthalene-1-carbaldehyde), C(=O)(OC(C)(C)C)NCCCBr (N-Boc 3-bromo-propylamine), O (Water), C([O-])([O-])=O.[K+].[K+] (potassium carbonate). Run in CN(C)C=O (DMF). Run at time 8 hour. The product is C(C)(C)(C)OC(NCCCOC1=CC=C(C2=CC=CC=C12)C=O)=O ([3-(4-formyl-naphthalen-1-yloxy)-propyl]-carbamic acid tert-butyl ester). The yield is 72.1%. As a reaction SMILES: [OH:1][C:2]1[C:11]2[C:6](=[CH:7][CH:8]=[CH:9][CH:10]=2)[C:5]([CH:12]=[O:13])=[CH:4][CH:3]=1.[C:14]([NH:21][CH2:22][CH2:23][CH2:24]Br)([O:16][C:17]([CH3:20])([CH3:19])[CH3:18])=[O:15].C(=O)([O-])[O-].[K+].[K+].O>CN(C=O)C>[C:17]([O:16][C:14](=[O:15])[NH:21][CH2:22][CH2:23][CH2:24][O:1][C:2]1[C:11]2[C:6](=[CH:7][CH:8]=[CH:9][CH:10]=2)[C:5]([CH:12]=[O:13])=[CH:4][CH:3]=1)([CH3:20])([CH3:19])[CH3:18] |f:2.3.4|. Procedure: To a solution of 4-hydroxy-naphthalene-1-carbaldehyde (15.2 g, 58.1 mmol) in DMF (50 mL) at r.t. was added N-Boc 3-bromo-propylamine (15.2 g, 63.9 mmol), followed by potassium carbonate (12 g, 87.2 mmol). The reaction mixture was stirred at room temperature overnight. Water was added to the reaction mixture and extracted by CH2Cl2. The combined organic layers were washed with water, brine, dried over MgSO4, filtered, and concentrated. The residue was recrystallized from EtOAc/hexane to afford [3... Starting materials: O=C([O-])[O-], CCOC(=O)c1cc2ccccc2[nH]1, CC(C)=O, [K+], [K+], O=[N+]([O-])c1ccc(CBr)cc1. Yields the product CCOC(=O)c1cc2ccccc2n1Cc1ccc([N+](=O)[O-])cc1. RXN SMILES: [C:26](=[O:27])([O-:28])[O-:29].[CH2:12]([CH3:13])[O:14][C:15](=[O:16])[c:17]1[nH:18][c:19]2[cH:20][cH:21][cH:22][cH:23][c:24]2[cH:25]1.[CH3:32][C:33](=[O:34])[CH3:35].[K+:30].[K+:31].[O-:1][N+:2](=[O:3])[c:4]1[cH:5][cH:6][c:7]([CH2:8][Br:9])[cH:10][cH:11]1>>[O-:1][N+:2](=[O:3])[c:4]1[cH:5][cH:6][c:7]([CH2:8][n:18]2[c:17]([C:15]([O:14][CH2:12][CH3:13])=[O:16])[cH:25][c:24]3[c:19]2[cH:20][cH:21][cH:22][cH:23]3)[cH:10][cH:11]1. Reactants: O=C(O)c1ccc(Br)cc1Cl, O=C([O-])[O-], Cc1ccccc1, CCOC(C)=O, [Cs+], [Cs+], Oc1ccccc1. As a reaction SMILES: [Br:1][c:2]1[cH:3][c:4]([Cl:11])[c:5]([C:6](=[O:7])[OH:8])[cH:9][cH:10]1.[C:19](=[O:20])([O-:21])[O-:22].[CH3:25][c:26]1[cH:27][cH:28][cH:29][cH:30][cH:31]1.[CH3:32][CH2:33][O:34][C:35](=[O:36])[CH3:37].[Cs+:23].[Cs+:24].[OH:12][c:13]1[cH:14][cH:15][cH:16][cH:17][cH:18]1>>[Br:1][c:2]1[cH:3][c:4]([O:12][c:13]2[cH:14][cH:15][cH:16][cH:17][cH:18]2)[c:5]([C:6](=[O:7])[OH:8])[cH:9][cH:10]1. Yields the product O=C(O)c1ccc(Br)cc1Oc1ccccc1. Starting materials: Cc1nc(Br)sc1C(=O)O, NCc1ccc(F)cc1, NCc1ccc(F)c(F)c1. The product is Cc1nc(Br)sc1C(=O)NCc1ccc(F)c(F)c1. As a reaction SMILES: [Br:20][c:21]1[s:22][c:23]([C:27](=[O:28])[OH:29])[c:24]([CH3:26])[n:25]1.[F:11][c:12]1[cH:13][cH:14][c:15]([CH2:16][NH2:17])[cH:18][cH:19]1.[F:1][c:2]1[cH:3][c:4]([CH2:9][NH2:10])[cH:5][cH:6][c:7]1[F:8]>>[F:1][c:2]1[cH:3][c:4]([CH2:9][NH:10][C:27]([c:23]2[s:22][c:21]([Br:20])[n:25][c:24]2[CH3:26])=[O:28])[cH:5][cH:6][c:7]1[F:8].